This data is from the Open Reaction Database (ORD), a public repository of structured organic reaction records. The task is: describe an organic reaction: reactants, conditions, products, and yield Starting materials: Cl (HCl), IC1(CC1)C[C@H](O[Si](C(C)(C)C)(C)C)CO[Si](C(C)(C)C)(C)C ((S)-5-((1-iodocyclopropyl)methyl)-2,2,3,3,8,8,9,9-octamethyl-4,7-dioxa-3,8-disiladecane). The solvent is C1CCOC1 (THF). Conditions: time 24 hour. Yields the product IC1(CC1)C[C@@H](CO)O ((S)-3-(1-iodocyclopropyl)propane-1,2-diol). Reaction SMILES: Cl.[I:2][C:3]1([CH2:6][C@@H:7]([CH2:16][O:17][Si](C)(C)C(C)(C)C)[O:8][Si](C)(C)C(C)(C)C)[CH2:5][CH2:4]1>C1COCC1>[I:2][C:3]1([CH2:6][C@H:7]([OH:8])[CH2:16][OH:17])[CH2:5][CH2:4]1. Procedure details: Aqueous HCl solution is added to a solution of (S)-5-((1-iodocyclopropyl)methyl)-2,2,3,3,8,8,9,9-octamethyl-4,7-dioxa-3,8-disiladecane in THF at 0° C. The mixture is slowly warmed to room temperature and stirred for 24 hours. The reaction is quenched by addition of aqueous NaHCO3 solution, extracted with ethyl acetate, and the combined organic layers washed with brine, dried (MgSO4) and concentrated under reduced pressure to provide (S)-3-(1-iodocyclopropyl)propane-1,2-diol (0.598 mmol). Starting materials: ClCC1=NC2=CC(=CC=C2C=C1)Br (2-chloromethyl-7-bromo-quinoline), BrC1=CC=C2C=CC(=NC2=C1)COC=1C=C(N)C=CC1 (3-(7-bromo-2-quinolinylmethoxy)aniline), [H-].[Na+] (NaH), NC=1C=C(C=CC1)O (3-aminophenol), C(C)(=O)OCC (ethyl acetate). Reaction SMILES: [Br:1][C:2]1[CH:11]=[C:10]2[C:5]([CH:6]=[CH:7][C:8]([CH2:12][O:13][C:14]3[CH:15]=[C:16]([CH:18]=[CH:19][CH:20]=3)[NH2:17])=[N:9]2)=[CH:4][CH:3]=1.[H-].[Na+].N[C:24]1C=[C:26]([OH:30])[CH:27]=[CH:28][CH:29]=1.ClC[C:33]1[CH:42]=CC2C(=CC(Br)=CC=2)N=1.[C:44]([O:47]CC)(=[O:46])C>CN(C=O)C>[Br:1][C:2]1[CH:11]=[C:10]2[C:5]([CH:6]=[CH:7][C:8]([CH2:12][O:13][C:14]3[CH:15]=[C:16]([NH:17][C:26](=[O:30])[CH2:27][C:28]([CH2:29][CH3:24])([CH2:42][CH3:33])[C:44]([OH:47])=[O:46])[CH:18]=[CH:19][CH:20]=3)=[N:9]2)=[CH:4][CH:3]=1 |f:1.2|. Yields the product BrC1=CC=C2C=CC(=NC2=C1)COC=1C=C(C=CC1)NC(CC(C(=O)O)(CC)CC)=O (4-[3-(7-bromo-2-quinolinylmethoxy)phenylamino]-2,2-diethyl-4-oxobutanoic acid). Procedure: 3-(7-bromo-2-quinolinylmethoxy)aniline: 0.32 g of NaH (95%) is added at 0° to a solution of 1.38 g of 3-aminophenol in 30 ml of DMF and then the batch is stirred for 30 min. at 0°. 3.2 g of 2-chloromethyl-7-bromo-quinoline in solid form are then added thereto and the batch is stirred for a further one hour at 0° and for another hour at 20°. It is then diluted with ethyl acetate, washed with water, dried over Na2SO4 and concentrated by evaporation. The evaporation residue is chromatographed on 25... The solvent is CN(C)C=O (DMF). Run at time 30 minute. Starting materials: CC(C)(C)[Si](Cl)(c1ccccc1)c1ccccc1, CN(C)c1ccncc1, ClCCl, N#CCCO. The product is CC(C)(C)[Si](OCCC#N)(c1ccccc1)c1ccccc1. As a reaction SMILES: [C:6]([CH3:7])([CH3:8])([CH3:9])[Si:10]([c:11]1[cH:12][cH:13][cH:14][cH:15][cH:16]1)([c:17]1[cH:18][cH:19][cH:20][cH:21][cH:22]1)[Cl:23].[CH3:24][N:25]([c:26]1[cH:27][cH:28][n:29][cH:30][cH:31]1)[CH3:32].[Cl:33][CH2:34][Cl:35].[OH:1][CH2:2][CH2:3][C:4]#[N:5]>>[O:1]([CH2:2][CH2:3][C:4]#[N:5])[Si:10]([C:6]([CH3:7])([CH3:8])[CH3:9])([c:11]1[cH:12][cH:13][cH:14][cH:15][cH:16]1)[c:17]1[cH:18][cH:19][cH:20][cH:21][cH:22]1.